From a dataset of the Open Reaction Database (ORD), a public repository of structured organic reaction records. describe an organic reaction: reactants, conditions, products, and yield Conditions: time 24 hour. Procedure details: A solution of diisopropyl-carbodiimide (DIC) (0.0454 g, 0.360 mmol) in ethyl acetate (3.0 ml) was added dropwise to a stirred solution of compound 41 (0.119 g, 0.300 mmol), trans-4-pentylcyclohexanecarboxlic acid (0.0713 g, 0.369 mmol) and dimethylaminopyridine (DMAP) (3.66 mg, 0.03 mmol) in ethyl acetate (3.0 ml). The reaction mixture was stirred at room temperature for 24 h, the solvent removed in vacuo and the residues purified by column chromatography [silica gel, eluted with hexane/ethyl ac... Reaction SMILES: C(N=C=NC(C)C)(C)C.[CH3:10][Si:11]([CH3:36])([CH2:30][CH2:31][C:32]([F:35])([F:34])[F:33])[CH2:12][CH2:13][CH2:14][CH2:15][O:16][C:17]1[CH:18]=[N:19][C:20]([C:23]2[CH:28]=[CH:27][C:26]([OH:29])=[CH:25][CH:24]=2)=[N:21][CH:22]=1.[CH2:37]([C@H:42]1[CH2:47][CH2:46][C@H:45]([C:48](O)=[O:49])[CH2:44][CH2:43]1)[CH2:38][CH2:39][CH2:40][CH3:41].CN(C1C=CC=CN=1)C>C(OCC)(=O)C>[CH3:36][Si:11]([CH3:10])([CH2:30][CH2:31][C:32]([F:35])([F:33])[F:34])[CH2:12][CH2:13][CH2:14][CH2:15][O:16][C:17]1[CH:22]=[N:21][C:20]([C:23]2[CH:28]=[CH:27][C:26]([O:29][C:48]([C@H:45]3[CH2:46][CH2:47][C@H:42]([CH2:37][CH2:38][CH2:39][CH2:40][CH3:41])[CH2:43][CH2:44]3)=[O:49])=[CH:25][CH:24]=2)=[N:19][CH:18]=1. Run in C(C)(=O)OCC (ethyl acetate), C(C)(=O)OCC (ethyl acetate). Reactants: C(C)(C)N=C=NC(C)C (diisopropyl-carbodiimide), C[Si](CCCCOC=1C=NC(=NC1)C1=CC=C(C=C1)O)(CCC(F)(F)F)C (4-(5-{4-[Dimethyl-(3,3,3-trifluoropropyl)-silanyl]-butoxy}-pyrimidin-2-yl)-phenol), C(CCCC)[C@@H]1CC[C@H](CC1)C(=O)O (trans-4-pentylcyclohexanecarboxlic acid), CN(C)C1=NC=CC=C1 (dimethylaminopyridine). Product: C[Si](CCCCOC=1C=NC(=NC1)C1=CC=C(C=C1)OC(=O)[C@@H]1CC[C@H](CC1)CCCCC)(CCC(F)(F)F)C (Trans-4-Pentyl-cyclohexanecarboxylic acid 4-(5-{4-[dimethyl-(3,3,3-trifluoro-propyl)-silanyl]-butoxy}-pyrimidin-2-yl)-phenyl ester). The reactants are BrC1=CC(=NC(=C1)N)N (4-bromo-pyridine-2,6-diamine), C1(=C(C(=CC(=C1)C)C)S(=O)(=O)ON)C (O-mesitylene-sulfonylhydroxylamine), O1C(=CC=C1)C=CC=O (3-(2-furyl)-acrolein). The product is BrC1=CC=2N(C(=C1)N)N=C(N2)C=CC=2OC=CC2 (7-Bromo-2-(2-furan-2-yl-vinyl)-[1,2,4]triazolo[1,5-a]pyridin-5-ylamine). RXN SMILES: [Br:1][C:2]1[CH:7]=[C:6]([NH2:8])[N:5]=[C:4]([NH2:9])[CH:3]=1.C1(C)C=C(C)C=C(C)C=1S(O[NH2:22])(=O)=O.[O:24]1[CH:28]=[CH:27][CH:26]=[C:25]1[CH:29]=[CH:30][CH:31]=O>>[Br:1][C:2]1[CH:7]=[C:6]([NH2:8])[N:5]2[N:22]=[C:31]([CH:30]=[CH:29][C:25]3[O:24][CH:28]=[CH:27][CH:26]=3)[N:9]=[C:4]2[CH:3]=1. Procedure details: The title compound, MS m/e (%): 305 (M+, 100), was prepared in accordance with the general method of example 63 from 4-bromo-pyridine-2,6-diamine, O-mesitylene-sulfonylhydroxylamine, and 3-(2-furyl)-acrolein. The purification was performed with reversed phase HPLC eluting with an acetonitrile/water gradient. Reactants: CS(C)=O, O=C(NCc1cn(-c2ccc(-n3ccccc3=O)cc2F)cn1)c1ccc(Cl)s1, NCCO. The product is O=C(NCc1cn(-c2ccc(-n3ccccc3=O)cc2NCCO)cn1)c1ccc(Cl)s1. RXN SMILES: [CH3:34][S:35]([CH3:36])=[O:37].[Cl:1][c:2]1[cH:3][cH:4][c:5]([C:7](=[O:8])[NH:9][CH2:10][c:11]2[n:12][cH:13][n:14](-[c:16]3[c:17]([F:29])[cH:18][c:19](-[n:22]4[c:23](=[O:28])[cH:24][cH:25][cH:26][cH:27]4)[cH:20][cH:21]3)[cH:15]2)[s:6]1.[NH2:30][CH2:31][CH2:32][OH:33]>>[Cl:1][c:2]1[cH:3][cH:4][c:5]([C:7](=[O:8])[NH:9][CH2:10][c:11]2[n:12][cH:13][n:14](-[c:16]3[c:17]([NH:30][CH2:31][CH2:32][OH:33])[cH:18][c:19](-[n:22]4[c:23](=[O:28])[cH:24][cH:25][cH:26][cH:27]4)[cH:20][cH:21]3)[cH:15]2)[s:6]1. Reactants: FC1=C(C(C)O)C(=CC=C1)F (2,6-Difluoro-alpha-methylbenzyl alcohol), FC1=C(C(C)O)C(=CC=C1)F (2,6-Difluoro-alpha-methylbenzyl alcohol), S(=O)(Cl)Cl (Thionyl chloride). Solvent: C(Cl)(Cl)Cl (chloroform). Run at temperature 60 celsius, time 4 hour. The product is FC1=C(C(C)Cl)C(=CC=C1)F (2,6-Difluoro-alpha-methylbenzyl chloride). The yield is 99.8%. RXN SMILES: [F:1][C:2]1[CH:10]=[CH:9][CH:8]=[C:7]([F:11])[C:3]=1[CH:4](O)[CH3:5].S(Cl)([Cl:14])=O>C(Cl)(Cl)Cl>[F:1][C:2]1[CH:10]=[CH:9][CH:8]=[C:7]([F:11])[C:3]=1[CH:4]([Cl:14])[CH3:5]. Reported procedure: 2,6-Difluoro-alpha-methylbenzyl alcohol of (B) (14.9 g, 0.094 mol) is dissolved in chloroform (50 ml) and warmed to 60° C. Thionyl chloride (22.4 g, 0.19 mol) is now added dropwise. The whole is kept at 60° C. for 4 hours then stirred overnight at room temperature. Excess thionyl chloride and chloroform are then removed on a rotary evaporator, resulting in pure title product (16.6 g, 99.8%).